This data is from the Open Reaction Database (ORD), a public repository of structured organic reaction records. The task is: describe an organic reaction: reactants, conditions, products, and yield The reactants are 10.2, Br.Br.N1(CCNCC1)C1=CC=C(C=C1)O (4-(1-piperazinyl)phenol dihydrobromide), ClC1=NC2=CC=CC=C2C=C1 (2-chloroquinoline), C([O-])([O-])=O.[K+].[K+] (potassium carbonate), C(CCC)O (1-butanol). Solvent: O (water), O(C(C)C)C(C)C (2,2'-oxybispropane). The product is N1=C(C=CC2=CC=CC=C12)N1CCN(CC1)C1=CC=C(C=C1)O (4-[4-(2-quinolinyl)-1-piperazinyl]phenol). Yield: 70.0%. As a reaction SMILES: Br.Br.[N:3]1([C:9]2[CH:14]=[CH:13][C:12]([OH:15])=[CH:11][CH:10]=2)[CH2:8][CH2:7][NH:6][CH2:5][CH2:4]1.Cl[C:17]1[CH:26]=[CH:25][C:24]2[C:19](=[CH:20][CH:21]=[CH:22][CH:23]=2)[N:18]=1.C(=O)([O-])[O-].[K+].[K+].C(O)CCC>O.O(C(C)C)C(C)C>[N:18]1[C:19]2[C:24](=[CH:23][CH:22]=[CH:21][CH:20]=2)[CH:25]=[CH:26][C:17]=1[N:6]1[CH2:5][CH2:4][N:3]([C:9]2[CH:10]=[CH:11][C:12]([OH:15])=[CH:13][CH:14]=2)[CH2:8][CH2:7]1 |f:0.1.2,4.5.6|. Procedure: A mixture of 10.2 parts of 4-(1-piperazinyl)phenol dihydrobromide, 5.7 parts of 2-chloroquinoline, 6.3 parts of potassium carbonate and 80 parts of 1-butanol is stirred and refluxed overnight. The reaction mixture is diluted with water and 2,2'-oxybispropane is added: the product is crystallized. It is filtered off and recrystallized from 4-methyl-2-pentanone, yielding 6.4 parts (70%) of 4-[4-(2-quinolinyl)-1-piperazinyl]phenol; mp. 198.1° C. The reactants are NC1=NC(=CC(=N1)N1CCC2(C[C@H](N(C2)C(=O)OCC2=CC=CC=C2)C(=O)OCC)CC1)O[C@@H](C(F)(F)F)C1=C(C=C(C=C1)Br)N1N=C(C=C1)C ((S)-2-benzyl 3-ethyl 8-(2-amino-6-((R)-1-(4-bromo-2-(3-methyl-1H-pyrazol-1-yl)phenyl)-2,2,2-trifluoroethoxy)pyrimidin-4-yl)-2,8-diazaspiro[4.5]decane-2,3-dicarboxylate), C1(=CC=CC=C1)B(O)O (phenylboronic acid), C(=O)([O-])[O-].[Cs+].[Cs+] (Cs2CO3). The reagents and catalysts are Cl[Pd]([P](C1=CC=CC=C1)(C2=CC=CC=C2)C3=CC=CC=C3)([P](C4=CC=CC=C4)(C5=CC=CC=C5)C6=CC=CC=C6)Cl (PdCl2(PPh3)2). The solvent is C(C)O (ethanol), O (water). Run at temperature 60 celsius. The product is NC1=NC(=CC(=N1)N1CCC2(C[C@H](N(C2)C(=O)OCC2=CC=CC=C2)C(=O)OCC)CC1)O[C@@H](C(F)(F)F)C1=C(C=C(C=C1)C1=CC=CC=C1)N1N=C(C=C1)C ((S)-2-benzyl 3-ethyl 8-(2-amino-6-((R)-2,2,2-trifluoro-1-(3-(3-methyl-1H-pyrazol-1-yl)-[1,1′-biphenyl]-4-yl)ethoxy)pyrimidin-4-yl)-2,8-diazaspiro[4.5]decane-2,3-dicarboxylate). Reaction SMILES: [NH2:1][C:2]1[N:7]=[C:6]([N:8]2[CH2:32][CH2:31][C:11]3([CH2:15][N:14]([C:16]([O:18][CH2:19][C:20]4[CH:25]=[CH:24][CH:23]=[CH:22][CH:21]=4)=[O:17])[C@H:13]([C:26]([O:28][CH2:29][CH3:30])=[O:27])[CH2:12]3)[CH2:10][CH2:9]2)[CH:5]=[C:4]([O:33][C@H:34]([C:39]2[CH:44]=[CH:43][C:42](Br)=[CH:41][C:40]=2[N:46]2[CH:50]=[CH:49][C:48]([CH3:51])=[N:47]2)[C:35]([F:38])([F:37])[F:36])[N:3]=1.[C:52]1(B(O)O)[CH:57]=[CH:56][CH:55]=[CH:54][CH:53]=1.C([O-])([O-])=O.[Cs+].[Cs+]>C(O)C.O.Cl[Pd](Cl)([P](C1C=CC=CC=1)(C1C=CC=CC=1)C1C=CC=CC=1)[P](C1C=CC=CC=1)(C1C=CC=CC=1)C1C=CC=CC=1>[NH2:1][C:2]1[N:7]=[C:6]([N:8]2[CH2:32][CH2:31][C:11]3([CH2:15][N:14]([C:16]([O:18][CH2:19][C:20]4[CH:25]=[CH:24][CH:23]=[CH:22][CH:21]=4)=[O:17])[C@H:13]([C:26]([O:28][CH2:29][CH3:30])=[O:27])[CH2:12]3)[CH2:10][CH2:9]2)[CH:5]=[C:4]([O:33][C@H:34]([C:39]2[CH:44]=[CH:43][C:42]([C:52]3[CH:57]=[CH:56][CH:55]=[CH:54][CH:53]=3)=[CH:41][C:40]=2[N:46]2[CH:50]=[CH:49][C:48]([CH3:51])=[N:47]2)[C:35]([F:38])([F:37])[F:36])[N:3]=1 |f:2.3.4,^1:73,92|. Reported procedure: To a solution of (S)-2-benzyl 3-ethyl 8-(2-amino-6-((R)-1-(4-bromo-2-(3-methyl-1H-pyrazol-1-yl)phenyl)-2,2,2-trifluoroethoxy)pyrimidin-4-yl)-2,8-diazaspiro[4.5]decane-2,3-dicarboxylate (300 mg, 0.4 mmol, Step 2) in ethanol (2 mL) and water (0.5 mL) was added phenylboronic acid (143 mg, 0.8 mmol), PdCl2(PPh3)2 (41 mg, 0.058 mmol), and Cs2CO3 (390 mg, 1.2 mmol). The reaction was heated to 60° C. for 16 h, then cooled to RT, filtered through celite and concentrated in vacuo. Purification by normal ... Starting materials: O=C([O-])O, CN(C)c1ccc(B(O)O)cc1, COCCOC, N#Cc1cnc2cc(I)sc2c1Cl, [Na+], O, c1ccc(P(c2ccccc2)(c2ccccc2)[Pd](P(c2ccccc2)(c2ccccc2)c2ccccc2)(P(c2ccccc2)(c2ccccc2)c2ccccc2)P(c2ccccc2)(c2ccccc2)c2ccccc2)cc1. The product is CN(C)c1ccc(-c2cc3ncc(C#N)c(Cl)c3s2)cc1. Reaction SMILES: [C:33](=[O:34])([OH:35])[O-:36].[CH3:14][N:15]([c:16]1[cH:17][cH:18][c:19]([B:22]([OH:23])[OH:24])[cH:20][cH:21]1)[CH3:25].[CH3:27][O:28][CH2:29][CH2:30][O:31][CH3:32].[Cl:1][c:2]1[c:3]2[c:4]([n:5][cH:6][c:7]1[C:8]#[N:9])[cH:10][c:11]([I:13])[s:12]2.[Na+:37].[OH2:26].[cH:38]1[cH:39][cH:40][c:41]([P:42]([Pd:43]([P:44]([c:45]2[cH:46][cH:47][cH:48][cH:49][cH:50]2)([c:51]2[cH:52][cH:53][cH:54][cH:55][cH:56]2)[c:57]2[cH:58][cH:59][cH:60][cH:61][cH:62]2)([P:63]([c:64]2[cH:65][cH:66][cH:67][cH:68][cH:69]2)([c:70]2[cH:71][cH:72][cH:73][cH:74][cH:75]2)[c:76]2[cH:77][cH:78][cH:79][cH:80][cH:81]2)[P:82]([c:83]2[cH:84][cH:85][cH:86][cH:87][cH:88]2)([c:89]2[cH:90][cH:91][cH:92][cH:93][cH:94]2)[c:95]2[cH:96][cH:97][cH:98][cH:99][cH:100]2)([c:101]2[cH:102][cH:103][cH:104][cH:105][cH:106]2)[c:107]2[cH:108][cH:109][cH:110][cH:111][cH:112]2)[cH:113][cH:114]1>>[Cl:1][c:2]1[c:3]2[c:4]([n:5][cH:6][c:7]1[C:8]#[N:9])[cH:10][c:11](-[c:19]1[cH:18][cH:17][c:16]([N:15]([CH3:14])[CH3:25])[cH:21][cH:20]1)[s:12]2. RXN SMILES: [F-].[K+].[F:3][C:4]([P:10](=[O:25])(C(F)(F)C(F)(F)F)[C:11]([F:17])([F:16])[C:12]([F:15])([F:14])[F:13])([F:9])[C:5]([F:8])([F:7])[F:6].[CH2:26]([OH:29])[C:27]#[CH:28]>>[P:10]([O:29][CH2:26][C:27]#[CH:28])([C:4]([C:5]([F:6])([F:7])[F:8])([F:3])[F:9])([C:11]([C:12]([F:15])([F:14])[F:13])([F:17])[F:16])=[O:25] |f:0.1|. Conditions: time 19.5 hour. Starting materials: [F-].[K+] (Potassium fluoride), FC(C(F)(F)F)(F)P(C(C(F)(F)F)(F)F)(C(C(F)(F)F)(F)F)=O (tris(pentafluoroethyl)phosphine oxide), C(C#C)O (propargyl alcohol). The product is P(=O)(C(F)(F)C(F)(F)F)(C(F)(F)C(F)(F)F)OCC#C ((C2F5)2P(O)OCH2C≡CH). Procedure: Potassium fluoride (0.262 g; 4.5 mmol) is suspended in cooled (0° C.) tris(pentafluoroethyl)phosphine oxide (14.930 g; 37.0 mmol) in a 100 ml glass flask, and propargyl alcohol (2.055 g; 36.7 mmol) is added. The yellow reaction solution is slowly warmed (about 6 h) and stirred at room temperature for 19.5 h. Volatile components are removed in vacuo (10−3 mbar) at 0° C. After recondensation in vacuo (10−3 mbar) at room temperature, propargyl bis(pentafluoroethyl)phosphinate, (C2F5)2P(O)OCH2C≡CH, ... Starting materials: BrCC1=C(N=C2N1C1=CC=C(C=C1NC2=O)C(F)(F)F)C(=O)OCC (1-Bromomethyl-2-ethoxycarbonyl-7-trifluoromethylimidazo[1,2-a]quinoxalin-4(5H)-one), CN1CCNCC1 (N-methylpiperazine). Solvent: C(C)#N (acetonitrile). Run at time 8 hour. Product: C(C)OC(=O)C=1N=C2N(C3=CC=C(C=C3NC2=O)C(F)(F)F)C1CN1CCN(CC1)C (2-Ethoxycarbonyl-1-(4-methyl-1-piperazinyl) methyl-7-trifluoromethylimidazo[1,2-a]quinoxalin-4(5H)-one). Isolated yield 68.6%. RXN SMILES: Br[CH2:2][C:3]1[N:7]2[C:8]3[C:13]([NH:14][C:15](=[O:16])[C:6]2=[N:5][C:4]=1[C:21]([O:23][CH2:24][CH3:25])=[O:22])=[CH:12][C:11]([C:17]([F:20])([F:19])[F:18])=[CH:10][CH:9]=3.[CH3:26][N:27]1[CH2:32][CH2:31][NH:30][CH2:29][CH2:28]1>C(#N)C>[CH2:24]([O:23][C:21]([C:4]1[N:5]=[C:6]2[C:15](=[O:16])[NH:14][C:13]3[C:8](=[CH:9][CH:10]=[C:11]([C:17]([F:20])([F:19])[F:18])[CH:12]=3)[N:7]2[C:3]=1[CH2:2][N:30]1[CH2:31][CH2:32][N:27]([CH3:26])[CH2:28][CH2:29]1)=[O:22])[CH3:25]. Reported procedure: To a solution of 1-bromomethyl-2-ethoxycarbonyl-7-trifluoromethylimidazo[1,2-a]quinoxalin-4(5H)-one (Example 3) (630 mg, 1.5 mmol) in acetonitrile (180 ml) was added N-methylpiperazine (200 mg, 2.0 mmol). Stirring of the mixture was continued overnight at 25° C. followed by evaporation in vacuo. The residue was submitted to flash chromatography on silica gel 60 eluting with dichloromethane/methanol/ammonium hydroxide (90:10:0.5) to give 450 mg (69%) of the title compound. M.p. 255° C. Reactants: ClC1=NC=CN=C1Cl (2,3-dichloropyrazine), C(C1=CC=CC=C1)N1CC(NCC1)CC (1-Benzyl-3-ethylpiperazine), C(=O)([O-])[O-].[K+].[K+] (K2CO3). Solvent: CN(C)C=O (DMF). Conditions: temperature 100 celsius, time 4 day. The product is C(C1=CC=CC=C1)N1CC(N(CC1)C1=NC=CN=C1Cl)CC (4-Benzyl-1-(3-chloro-2-pyrazinyl)-2-ethylpiperazine). The yield is 315.6%. Reaction SMILES: Cl[C:2]1[C:7]([Cl:8])=[N:6][CH:5]=[CH:4][N:3]=1.[CH2:9]([N:16]1[CH2:21][CH2:20][NH:19][CH:18]([CH2:22][CH3:23])[CH2:17]1)[C:10]1[CH:15]=[CH:14][CH:13]=[CH:12][CH:11]=1.C([O-])([O-])=O.[K+].[K+]>CN(C=O)C>[CH2:9]([N:16]1[CH2:21][CH2:20][N:19]([C:2]2[C:7]([Cl:8])=[N:6][CH:5]=[CH:4][N:3]=2)[CH:18]([CH2:22][CH3:23])[CH2:17]1)[C:10]1[CH:11]=[CH:12][CH:13]=[CH:14][CH:15]=1 |f:2.3.4|. Procedure: A mixture of 2,3-dichloropyrazine (3.9 g, 27 mmol), 1-benzyl-3-ethylpiperazine (4.6 g, 22 5 mmol; from Step 1) and K2CO3 (6.2 g, 45 mmol) in DMF (10 mL) was stirred at 100° C. for 4 days The solvent from the filtered reaction mixture was evaporated off and the residue was purified by column chromatography on silica using heptane/EtOAc (90:10) as eluent to yield 5.0 g (71%) of the title compound as a light yellow oil. HRMS m/z calcd for C17H21ClN4 (M)+ 316 1455, found 3 16.1448